The task is: describe an organic reaction: reactants, conditions, products, and yield. This data is from the Open Reaction Database (ORD), a public repository of structured organic reaction records. Reactants: N1C(=O)C(=O)C2=CC=CC=C12 (isatin), substituted isatin, C(CC)(=O)OC(CC)=O (propionic anhydride), C1=NC=C2N1C1=CC=CC=C1C=C2 (imidazo[1,5-a]quinoline), N1C(=O)C(=O)C2=CC=CC=C12 (isatin), C(C)(=O)OC(C)=O (acetic anhydride), substituted isatin, amide, ketone, N1C(=O)C(=O)C2=CC=CC=C12 (isatin). The product is N1(C(=O)C(=O)C2=CC=CC=C12)C(=O)N (isatin amide). RXN SMILES: [NH:1]1[C:11]2[C:6](=[CH:7][CH:8]=[CH:9][CH:10]=2)[C:4](=[O:5])[C:2]1=[O:3].C1[N:16]2[C:17]3C(C=CC2=CN=1)=CC=CC=3.C(OC(=O)C)(=[O:27])C.C(OC(=O)CC)(=O)CC>>[N:1]1([C:17]([NH2:16])=[O:27])[C:11]2[C:6](=[CH:7][CH:8]=[CH:9][CH:10]=2)[C:4](=[O:5])[C:2]1=[O:3]. Reported procedure: CHART B discloses one of the general processes for the transformation of isatin (III) to amide or ketone (VI) and the subsequent conversion of this compound to imidazo[1,5-a]quinoline (I). The substituted isatin precursors (III) are either commercially available or are known to those skilled in the art. Following the general procedure of Camp (Arch. Pharm. 237, 687 (1899)) the appropriately substituted isatin ((III) was acylated with either acetic anhydride or propionic anhydride to provide isat... Starting materials: CC(C)(C)OC(=O)N1CCCC(CCBr)C1, CN(C)C=O, Clc1ccc(OCc2nc3cccc(OCc4ccccc4)c3[nH]2)cc1, [H-], [Na+]. Product: CC(C)(C)OC(=O)N1CCCC(CCn2c(COc3ccc(Cl)cc3)nc3c(OCc4ccccc4)cccc32)C1. As a reaction SMILES: [C:29]([CH3:30])([CH3:31])([CH3:32])[O:33][C:34](=[O:35])[N:36]1[CH2:37][CH:38]([CH2:42][CH2:43][Br:44])[CH2:39][CH2:40][CH2:41]1.[CH3:45][N:46]([CH3:47])[CH:48]=[O:49].[Cl:1][c:2]1[cH:3][cH:4][c:5]([O:6][CH2:7][c:8]2[nH:9][c:10]3[c:11]([n:12]2)[cH:13][cH:14][cH:15][c:16]3[O:17][CH2:18][c:19]2[cH:20][cH:21][cH:22][cH:23][cH:24]2)[cH:25][cH:26]1.[H-:27].[Na+:28]>>[Cl:1][c:2]1[cH:3][cH:4][c:5]([O:6][CH2:7][c:8]2[n:9][c:10]3[c:11]([n:12]2[CH2:43][CH2:42][CH:38]2[CH2:37][N:36]([C:34]([O:33][C:29]([CH3:30])([CH3:31])[CH3:32])=[O:35])[CH2:41][CH2:40][CH2:39]2)[cH:13][cH:14][cH:15][c:16]3[O:17][CH2:18][c:19]2[cH:20][cH:21][cH:22][cH:23][cH:24]2)[cH:25][cH:26]1. The reactants are C1(=CC=CC2=CC=CC=C12)S(=O)(=O)C1=NNC2=CC=C(C=C12)C=O (3-(Naphthalene-1-sulfonyl)-1H-indazole-5-carbaldehyde), CNCCN(C)C (trimethyl ethylene diamine), C(C)(=O)O[BH-](OC(C)=O)OC(C)=O.[Na+] (sodium triacetoxyborohydride). Solvent: ClC(C)Cl (dichloroethane). Yields the product CN(CCN(CC=1C=C2C(=NNC2=CC1)S(=O)(=O)C1=CC=CC2=CC=CC=C12)C)C (N,N, N′-Trimethyl-N′-{[3-(1-naphthylsulfonyl)-1H-indazol-5-yl]methyl}ethane-1,2-diamine), hydrochloride salt. As a reaction SMILES: [C:1]1([S:11]([C:14]2[C:22]3[C:17](=[CH:18][CH:19]=[C:20]([CH:23]=O)[CH:21]=3)[NH:16][N:15]=2)(=[O:13])=[O:12])[C:10]2[C:5](=[CH:6][CH:7]=[CH:8][CH:9]=2)[CH:4]=[CH:3][CH:2]=1.[CH3:25][NH:26][CH2:27][CH2:28][N:29]([CH3:31])[CH3:30].C(O[BH-](OC(=O)C)OC(=O)C)(=O)C.[Na+]>ClC(Cl)C>[CH3:30][N:29]([CH3:31])[CH2:28][CH2:27][N:26]([CH3:25])[CH2:23][C:20]1[CH:21]=[C:22]2[C:17](=[CH:18][CH:19]=1)[NH:16][N:15]=[C:14]2[S:11]([C:1]1[C:10]2[C:5](=[CH:6][CH:7]=[CH:8][CH:9]=2)[CH:4]=[CH:3][CH:2]=1)(=[O:13])=[O:12] |f:2.3|. Reported procedure: 3-(Naphthalene-1-sulfonyl)-1H-indazole-5-carbaldehyde (0.17 g, 0.5 mmol), trimethyl ethylene diamine (0.6 mmol) and sodium triacetoxyborohydride (0.7 mmol) in dichloroethane (5 mL) was stirred at room temperature for 24 hrs. After completion, the solvent was removed in vacuo, crude material dispersed in water and the pH brought to 3.4. Solid material was filtered off and washed with cold water to afford after drying the target material as a free base. The latter was converted into hydrochloride ... The reactants are C[O-], CI, CO, [Cl-], [NH4+], [Na+], Cc1ccc(SC(C#N)c2cccc(Oc3ccccc3)c2)cc1. Yields the product Cc1ccc(SC(C)(C#N)c2cccc(Oc3ccccc3)c2)cc1. RXN SMILES: [CH3:25][O-:26].[CH3:28][I:29].[CH3:32][OH:33].[Cl-:30].[NH4+:31].[Na+:27].[c:1]1([CH3:24])[cH:2][cH:3][c:4]([S:7][CH:8]([C:9]#[N:10])[c:11]2[cH:12][c:13]([O:17][c:18]3[cH:19][cH:20][cH:21][cH:22][cH:23]3)[cH:14][cH:15][cH:16]2)[cH:5][cH:6]1>>[c:1]1([CH3:24])[cH:2][cH:3][c:4]([S:7][C:8]([C:9]#[N:10])([c:11]2[cH:12][c:13]([O:17][c:18]3[cH:19][cH:20][cH:21][cH:22][cH:23]3)[cH:14][cH:15][cH:16]2)[CH3:25])[cH:5][cH:6]1. Reactants: C[Si](C)(C)C#C (trimethylsilylacetylene), BrC1=C2C(N(C(NC2=CC=C1)=O)C)=O (5-bromo-3-methyl-2,4-dioxo-1,2,3,4-tetrahydro-quinazoline), C[Si](C)(C)C#C (trimethylsilylacetylene), C1(=CC=CC=C1)P(C1=CC=CC=C1)C1=CC=CC=C1 (triphenylphosphine), cuprous(I)iodide. The reagents and catalysts are C(C)(=O)[O-].[Pd+2].C(C)(=O)[O-] (palladium(II)acetate). Solvent: CN(C)C=O (DMF), C(C)N(CC)CC (triethylamine). Reaction conditions: temperature 70 celsius, time 4 hour. Yields the product CN1C(NC2=CC=CC(=C2C1=O)C#C[Si](C)(C)C)=O (1,2,3,4-tetrahydro-3-methyl-2,4-dioxo-5-trimethylsilylethynyl-quinazoline). Isolated yield 45.9%. Reaction SMILES: Br[C:2]1[CH:11]=[CH:10][CH:9]=[C:8]2[C:3]=1[C:4](=[O:14])[N:5]([CH3:13])[C:6](=[O:12])[NH:7]2.[CH3:15][Si:16]([C:19]#[CH:20])([CH3:18])[CH3:17].C1(P(C2C=CC=CC=2)C2C=CC=CC=2)C=CC=CC=1>CN(C=O)C.C(N(CC)CC)C.C([O-])(=O)C.[Pd+2].C([O-])(=O)C>[CH3:13][N:5]1[C:4](=[O:14])[C:3]2[C:8](=[CH:9][CH:10]=[CH:11][C:2]=2[C:20]#[C:19][Si:16]([CH3:18])([CH3:17])[CH3:15])[NH:7][C:6]1=[O:12] |f:5.6.7|. Procedure: To a degassed solution of 5-bromo-3-methyl-2,4-dioxo-1,2,3,4-tetrahydro-quinazoline (1.0 g, 4.0 mmol) in 20 ml of DMF and 20 ml of triethylamine was added trimethylsilylacetylene (1.6 ml, 12 mmol), 50 mg of triphenylphosphine, 20 mg of palladium(II)acetate, and 1 mg of cuprous(I)iodide. The mixture was stirred under nitrogen, at 70° C. After 7 h additionally 0.4 ml of trimethylsilylacetylene was added and heating continued for 4 h. Then the mixture was evaporated in vacuo and the residue extract...